Dataset: the Open Reaction Database (ORD), a public repository of structured organic reaction records. Task: describe an organic reaction: reactants, conditions, products, and yield Reactants: CC(C)(C)OC(=O)C(N)CN1C(=O)c2ccccc2C1=O, C[Si](C)(C)C#N, COc1cc(C)c(S(=O)(=O)Cl)c(C)c1, CC#N, CCOC(C)=O, Cl. Yields the product COc1cc(C)c(S(=O)(=O)NC(CN2C(=O)c3ccccc3C2=O)C(=O)OC(C)(C)C)c(C)c1. Reaction SMILES: [C:1]([CH3:2])([CH3:3])([CH3:4])[O:5][C:6]([CH:7]([CH2:8][N:9]1[C:10](=[O:19])[c:11]2[c:12]([cH:15][cH:16][cH:17][cH:18]2)[C:13]1=[O:14])[NH2:20])=[O:21].[CH3:22][Si:23]([C:24]#[N:25])([CH3:26])[CH3:27].[CH3:28][c:29]1[c:30]([S:38](=[O:39])(=[O:40])[Cl:41])[c:31]([CH3:37])[cH:32][c:33]([O:35][CH3:36])[cH:34]1.[CH3:43][C:44]#[N:45].[CH3:46][CH2:47][O:48][C:49](=[O:50])[CH3:51].[ClH:42]>>[C:1]([CH3:2])([CH3:3])([CH3:4])[O:5][C:6]([CH:7]([CH2:8][N:9]1[C:10](=[O:19])[c:11]2[c:12]([cH:15][cH:16][cH:17][cH:18]2)[C:13]1=[O:14])[NH:20][S:38]([c:30]1[c:29]([CH3:28])[cH:34][c:33]([O:35][CH3:36])[cH:32][c:31]1[CH3:37])(=[O:39])=[O:40])=[O:21]. The reactants are O=Cc1ccc(OC2CCCCO2)cc1OCc1ccccc1Br, CCCCCC, CCO. The product is O=Cc1ccc(O)cc1OCc1ccccc1Br. As a reaction SMILES: [Br:1][c:2]1[c:3]([CH2:4][O:5][c:6]2[c:7]([CH:8]=[O:9])[cH:10][cH:11][c:12]([O:14][CH:15]3[CH2:16][CH2:17][CH2:18][CH2:19][O:20]3)[cH:13]2)[cH:21][cH:22][cH:23][cH:24]1.[CH3:25][CH2:26][CH2:27][CH2:28][CH2:29][CH3:30].[CH3:31][CH2:32][OH:33]>>[Br:1][c:2]1[c:3]([CH2:4][O:5][c:6]2[c:7]([CH:8]=[O:9])[cH:10][cH:11][c:12]([OH:14])[cH:13]2)[cH:21][cH:22][cH:23][cH:24]1. Reactants: Nc1ccc(-c2nc(N3CC4CCC(C3)O4)c3cnn(CC(F)(F)F)c3n2)cc1, C1CC2CNCC1O2, Cl, O=[N+]([O-])c1ccc(-c2nc(N3CC4CCC3CO4)c3cnn(CC(F)(F)F)c3n2)cc1. Yields the product Nc1ccc(-c2nc(N3CC4CCC3CO4)c3cnn(CC(F)(F)F)c3n2)cc1. RXN SMILES: [CH:32]12[O:33][CH:34]([CH2:35][CH2:36]1)[CH2:37][N:38]([c:39]1[n:40][c:41](-[c:42]3[cH:43][cH:44][c:45]([NH2:46])[cH:47][cH:48]3)[n:49][c:50]3[n:51]([CH2:52][C:53]([F:54])([F:55])[F:56])[n:57][cH:58][c:59]13)[CH2:60]2.[CH:62]12[O:63][CH:64]([CH2:65][CH2:66]1)[CH2:67][NH:68][CH2:69]2.[ClH:61].[N+:1]([O-:2])(=[O:3])[c:4]1[cH:5][cH:6][c:7](-[c:10]2[n:11][c:12]([N:24]3[CH:25]4[CH2:26][O:27][CH:28]([CH2:29]3)[CH2:30][CH2:31]4)[c:13]3[c:14]([n:15]2)[n:16]([CH2:19][C:20]([F:21])([F:22])[F:23])[n:17][cH:18]3)[cH:8][cH:9]1>>[NH2:1][c:4]1[cH:5][cH:6][c:7](-[c:10]2[n:11][c:12]([N:24]3[CH:25]4[CH2:26][O:27][CH:28]([CH2:29]3)[CH2:30][CH2:31]4)[c:13]3[c:14]([n:15]2)[n:16]([CH2:19][C:20]([F:21])([F:22])[F:23])[n:17][cH:18]3)[cH:8][cH:9]1. The reactants are BrCc1ccccc1, COc1c(C)c(Cc2ccc(C=O)c(O)c2)c(OC)c(OC)c1OC, CC(C)=O, [Na+], [Na+], O=C([O-])[O-]. Product: COc1c(C)c(Cc2ccc(C=O)c(OCc3ccccc3)c2)c(OC)c(OC)c1OC. As a reaction SMILES: [Br:32][CH2:33][c:34]1[cH:35][cH:36][cH:37][cH:38][cH:39]1.[CH3:1][O:2][c:3]1[c:4]([CH3:25])[c:5]([CH2:6][c:7]2[cH:8][c:9]([OH:15])[c:10]([CH:11]=[O:12])[cH:13][cH:14]2)[c:16]([O:23][CH3:24])[c:17]([O:21][CH3:22])[c:18]1[O:19][CH3:20].[CH3:40][C:41](=[O:42])[CH3:43].[Na+:26].[Na+:27].[O-:28][C:29](=[O:30])[O-:31]>>[CH3:1][O:2][c:3]1[c:4]([CH3:25])[c:5]([CH2:6][c:7]2[cH:8][c:9]([O:15][CH2:33][c:34]3[cH:35][cH:36][cH:37][cH:38][cH:39]3)[c:10]([CH:11]=[O:12])[cH:13][cH:14]2)[c:16]([O:23][CH3:24])[c:17]([O:21][CH3:22])[c:18]1[O:19][CH3:20]. Reactants: O=C(CCC#C)N1C2=C(NC(C3=C1C=CC=C3)=O)C=CC=N2 (5,11-dihydro-11-[1-oxo-4-pentynyl]-6H-pyrido[2,3-b][1,4]benzodiazepin-6-one), C=O (paraformaldehyde), N1CCCCC1 (piperidine). The reagents and catalysts are [Cu]Cl (copper(I) chloride). Run in O1CCOCC1 (dioxan). The product is O=C(CCC#CCN1CCCCC1)N1C2=C(NC(C3=C1C=CC=C3)=O)C=CC=N2 (5,11-Dihydro-11-[1-oxo-6-(1-piperidinyl)-4-hexynyl]-6H-pyrido[2,3-b][1,4]benzodiazepin-6-one). As a reaction SMILES: [O:1]=[C:2]([N:7]1[C:13]2[CH:14]=[CH:15][CH:16]=[CH:17][C:12]=2[C:11](=[O:18])[NH:10][C:9]2[CH:19]=[CH:20][CH:21]=[N:22][C:8]1=2)[CH2:3][CH2:4][C:5]#[CH:6].[CH2:23]=O.[NH:25]1[CH2:30][CH2:29][CH2:28][CH2:27][CH2:26]1>[Cu]Cl.O1CCOCC1>[O:1]=[C:2]([N:7]1[C:13]2[CH:14]=[CH:15][CH:16]=[CH:17][C:12]=2[C:11](=[O:18])[NH:10][C:9]2[CH:19]=[CH:20][CH:21]=[N:22][C:8]1=2)[CH2:3][CH2:4][C:5]#[C:6][CH2:23][N:25]1[CH2:30][CH2:29][CH2:28][CH2:27][CH2:26]1. Procedure details: A mixture consisting of 9.6 g (0.03 mol) of 5,11-dihydro-11-[1-oxo-4-pentynyl]-6H-pyrido[2,3-b][1,4]benzodiazepin-6-one, 1.08 g (0.036 mol) of paraformaldehyde, 3.06 g (0.036 mol) of piperidine, 0.2 g of copper(I) chloride and 150 ml of dioxan is refluxed for 1 hour. After the reaction has ended the insoluble constituents are filtered off and the filtrate is evaporated to dryness in vacuo. The crude product is purified by column chromatography on silica gel (mobile phase: ethyl acetate, ethyl ac... Reactants: C1CCOC1, CN(C)CCN(C)C, [Li]CCCC, Cn1cnc2c(N3C4CCC3COC4)nc(Cl)nc21, Cl, CN(C)C=O. Yields the product Cn1c(C=O)nc2c(N3C4CCC3COC4)nc(Cl)nc21. Reaction SMILES: [CH2:39]1[O:40][CH2:41][CH2:42][CH2:43]1.[CH3:20][N:21]([CH3:22])[CH2:23][CH2:24][N:25]([CH3:26])[CH3:27].[CH3:28][CH2:29][CH2:30][CH2:31][Li:32].[Cl:1][c:2]1[n:3][c:4]([N:12]2[CH:13]3[CH2:14][O:15][CH2:16][CH:17]2[CH2:18][CH2:19]3)[c:5]2[n:6][cH:7][n:8]([CH3:11])[c:9]2[n:10]1.[ClH:38].[O:33]=[CH:34][N:35]([CH3:36])[CH3:37]>>[Cl:1][c:2]1[n:3][c:4]([N:12]2[CH:13]3[CH2:14][O:15][CH2:16][CH:17]2[CH2:18][CH2:19]3)[c:5]2[n:6][c:7]([CH:34]=[O:33])[n:8]([CH3:11])[c:9]2[n:10]1.